This data is from the Open Reaction Database (ORD), a public repository of structured organic reaction records. The task is: describe an organic reaction: reactants, conditions, products, and yield Reactants: [BH4-], C=CC1(C(F)(F)F)OC(=O)N(Cc2ccc(OC)cc2)c2ccc(Br)cc21, CC(C)=O, CO, ClCCl, [Na+], O=[O+][O-]. Yields the product COc1ccc(CN2C(=O)OC(CO)(C(F)(F)F)c3cc(Br)ccc32)cc1. RXN SMILES: [BH4-:31].[Br:1][c:2]1[cH:3][cH:4][c:5]2[c:6]([cH:27]1)[C:7]([CH:21]=[CH2:22])([C:23]([F:24])([F:25])[F:26])[O:8][C:9](=[O:20])[N:10]2[CH2:11][c:12]1[cH:13][cH:14][c:15]([O:18][CH3:19])[cH:16][cH:17]1.[CH3:33][C:34](=[O:35])[CH3:36].[CH3:40][OH:41].[Cl:37][CH2:38][Cl:39].[Na+:32].[O-:28][O+:29]=[O:30]>>[Br:1][c:2]1[cH:3][cH:4][c:5]2[c:6]([cH:27]1)[C:7]([CH2:21][OH:28])([C:23]([F:24])([F:25])[F:26])[O:8][C:9](=[O:20])[N:10]2[CH2:11][c:12]1[cH:13][cH:14][c:15]([O:18][CH3:19])[cH:16][cH:17]1. Reactants: C(C)N(C\C=C/C1=C(C=CC(=C1)F)S(=O)(=O)NC1=CC=C2C3=C(COC2=C1C(=O)OC)OC=C3)CC (Methyl 7-[2-((Z)-3-diethylaminoprop-1-enyl)-4-fluorobenzenesulfonylamino]-4H-furo[2,3-c]chromene-6-carboxylate), C(C)N(C\C=C/C1=C(C=CC(=C1)F)S(=O)(=O)NC1=CC=C2C3=C(COC2=C1C(=O)OC)OC=C3)CC (Methyl 7-[2-((Z)-3-diethylaminoprop-1-enyl)-4-fluorobenzenesulfonylamino]-4H-furo[2,3-c]chromene-6-carboxylate), [H][H] (hydrogen). Reagents/catalysts: C(=O)O (formic acid), [OH-].[Pd+2].[OH-] (palladium hydroxide). The solvent is C(C)O (ethanol). Run at time 8 hour. Yields the product C(C)N(CCCC1=C(C=CC(=C1)F)S(=O)(=O)NC1=CC=C2C3=C(COC2=C1C(=O)OC)OC=C3)CC (methyl 7-[2-(3-diethylaminopropyl)-4-fluorobenzenesulfonylamino]-4H-furo[2,3-c]chromene-6-carboxylate). Isolated yield 65.0%. Reaction SMILES: [CH2:1]([N:3]([CH2:35][CH3:36])[CH2:4]/[CH:5]=[CH:6]\[C:7]1[CH:12]=[C:11]([F:13])[CH:10]=[CH:9][C:8]=1[S:14]([NH:17][C:18]1[C:27]([C:28]([O:30][CH3:31])=[O:29])=[C:26]2[C:21]([C:22]3[CH:34]=[CH:33][O:32][C:23]=3[CH2:24][O:25]2)=[CH:20][CH:19]=1)(=[O:16])=[O:15])[CH3:2].[H][H]>C(O)C.C(O)=O.[OH-].[Pd+2].[OH-]>[CH2:35]([N:3]([CH2:1][CH3:2])[CH2:4][CH2:5][CH2:6][C:7]1[CH:12]=[C:11]([F:13])[CH:10]=[CH:9][C:8]=1[S:14]([NH:17][C:18]1[C:27]([C:28]([O:30][CH3:31])=[O:29])=[C:26]2[C:21]([C:22]3[CH:34]=[CH:33][O:32][C:23]=3[CH2:24][O:25]2)=[CH:20][CH:19]=1)(=[O:16])=[O:15])[CH3:36] |f:4.5.6|. Procedure details: A solution of methyl 7-[2-((Z)-3-diethylaminoprop-1-enyl)-4-fluorobenzene-sulfonylamino]-4H-furo[2,3-c]chromene-6-carboxylate (Intermediate 4, 0.210 g) in ethanol (6 mL) was added to a flask containing palladium hydroxide (0.020 g) and formic acid (3 drops) under nitrogen. The nitrogen atmosphere was replaced by hydrogen and the mixture was stirred under an atmosphere of hydrogen overnight. The reaction mixture was filtered through Celite and the filtrate was evaporated to dryness. The residue w... Reactants: C(C=C)(=O)OC (methyl acrylate), C(\C=C/C(=O)[O-])(=O)OCC (monoethyl maleate), C=C (ethylene), C(C(C)(C)C)(=O)OOC(C)(C)C (tert-butyl peroxypivalate), C=C (ethylene). Run in C1=CC=CC=C1 (benzene), C1=CC=CC=C1 (benzene). The product is C=C.C(C=C)(=O)OC.C(\C=C/C(=O)[O-])(=O)OCC (ethylene/methyl acrylate monoethyl maleate). RXN SMILES: [C:1](OC)(=O)[CH:2]=C.[C:7]([O:14][CH2:15][CH3:16])(=[O:13])/[CH:8]=[CH:9]\[C:10]([O-:12])=[O:11].C=C.C(OOC(C)(C)C)(=O)C(C)(C)C>C1C=CC=CC=1>[CH2:1]=[CH2:2].[C:7]([O:14][CH3:15])(=[O:13])[CH:8]=[CH2:9].[C:7]([O:14][CH2:15][CH3:16])(=[O:13])/[CH:8]=[CH:9]\[C:10]([O-:12])=[O:11] |f:5.6.7|. Procedure: A mixture of methyl acrylate, monoethyl maleate, and benzene (weight ratio: 68.28/2.46/29.26) was pressured to about 422 kg./sq. cm.; ethylene was separately pressured to about 422 kg./sq. cm. Separate streams of this mixture (0.91 kg./hr.) and ethylene (6.35 kg./hr.) were joined and pressured to 1900 kg./sq. cm. The resulting feed stream then entered the autoclave. Simultaneously, a catalyst solution, made by adding 50 ml. of tert-butyl peroxypivalate to 4.5 kg. of benzene was introduced at the... Starting materials: CN(C)C=O, FC(F)(F)c1cc(CCl)ccc1Cl, [H-], [I-], [K+], [Na+], O=C1Nc2ccccc2Nc2cscc21. Product: O=C1c2cscc2Nc2ccccc2N1Cc1ccc(Cl)c(C(F)(F)F)c1. As a reaction SMILES: [CH3:33][N:34]([CH3:35])[CH:36]=[O:37].[Cl:18][c:19]1[c:20]([C:27]([F:28])([F:29])[F:30])[cH:21][c:22]([CH2:23][Cl:24])[cH:25][cH:26]1.[H-:16].[I-:32].[K+:31].[Na+:17].[cH:1]1[s:2][cH:3][c:4]2[c:10]1[C:9](=[O:11])[NH:8][c:7]1[c:6]([cH:15][cH:14][cH:13][cH:12]1)[NH:5]2>>[cH:1]1[s:2][cH:3][c:4]2[c:10]1[C:9](=[O:11])[N:8]([CH2:23][c:22]1[cH:21][c:20]([C:27]([F:28])([F:29])[F:30])[c:19]([Cl:18])[cH:26][cH:25]1)[c:7]1[c:6]([cH:15][cH:14][cH:13][cH:12]1)[NH:5]2. Starting materials: CN1N=C(C=C1CO)C1=CC=C(C=C1)OC(F)(F)F ([2-methyl-5-(4-trifluoromethoxy-phenyl)-2H-pyrazol-3-yl]-methanol), CN(C(=O)N=NC(=O)N(C)C)C (N,N,N′,N′-tetramethyl azodicarboxamide), C(CCC)P(CCCC)CCCC (tributylphosphine), C(C)OC(CN1C=CC2=CC=C(C=C12)O)=O ((6-hydroxy-indol-1-yl)-acetic acid ethyl ester). The product is C(C)OC(CN1C=CC2=CC=C(C=C12)OCC=1N(N=C(C1)C1=CC=C(C=C1)OC(F)(F)F)C)=O ({6-[2-methyl-5-(4-trifluoromethoxy-phenyl)-2H-pyrazol-3-ylmethoxy]-indol-1-yl}-acetic acid ethyl ester). RXN SMILES: [CH2:1]([O:3][C:4](=[O:16])[CH2:5][N:6]1[C:14]2[C:9](=[CH:10][CH:11]=[C:12]([OH:15])[CH:13]=2)[CH:8]=[CH:7]1)[CH3:2].[CH3:17][N:18]1[C:22]([CH2:23]O)=[CH:21][C:20]([C:25]2[CH:30]=[CH:29][C:28]([O:31][C:32]([F:35])([F:34])[F:33])=[CH:27][CH:26]=2)=[N:19]1.CN(C)C(N=NC(N(C)C)=O)=O.C(P(CCCC)CCCC)CCC>>[CH2:1]([O:3][C:4](=[O:16])[CH2:5][N:6]1[C:14]2[C:9](=[CH:10][CH:11]=[C:12]([O:15][CH2:23][C:22]3[N:18]([CH3:17])[N:19]=[C:20]([C:25]4[CH:26]=[CH:27][C:28]([O:31][C:32]([F:34])([F:33])[F:35])=[CH:29][CH:30]=4)[CH:21]=3)[CH:13]=2)[CH:8]=[CH:7]1)[CH3:2]. Procedure: In analogy to the procedure described for example 3 c], (6-hydroxy-indol-1-yl)-acetic acid ethyl ester (example 2 e]) was reacted with [2-methyl-5-(4-trifluoromethoxy-phenyl)-2H-pyrazol-3-yl]-methanol in the presence of N,N,N′,N′-tetramethyl azodicarboxamide and tributylphosphine to give {6-[2-methyl-5-(4-trifluoromethoxy-phenyl)-2H-pyrazol-3-ylmethoxy]-indol-1-yl}-acetic acid ethyl ester as yellow crystals.